This data is from the Open Reaction Database (ORD), a public repository of structured organic reaction records. The task is: describe an organic reaction: reactants, conditions, products, and yield Starting materials: C=CCN(C)C, [Na], O, O=S(=O)(O)c1cc(N=C=S)c2c(S(=O)(=O)O)cc(S(=O)(=O)O)cc2c1. Product: [Na], NC(=S)Nc1cc(S(=O)(=O)O)cc2cc(S(=O)(=O)O)cc(S(=O)(=O)O)c12. As a reaction SMILES: [CH3:27][N:28]([CH3:29])[CH2:30][CH:31]=[CH2:32].[Na:26].[OH2:33].[S:1](=[O:2])(=[O:3])([OH:4])[c:5]1[cH:6][c:7]([N:23]=[C:24]=[S:25])[c:8]2[c:9]([S:19](=[O:20])(=[O:21])[OH:22])[cH:10][c:11]([S:15](=[O:16])(=[O:17])[OH:18])[cH:12][c:13]2[cH:14]1>>[Na:26].[S:1](=[O:2])(=[O:3])([OH:4])[c:5]1[cH:6][c:7]([NH:23][C:24](=[S:25])[NH2:28])[c:8]2[c:9]([S:19](=[O:20])(=[O:21])[OH:22])[cH:10][c:11]([S:15](=[O:16])(=[O:17])[OH:18])[cH:12][c:13]2[cH:14]1. Reactants: C(C)N1C=C(C(C2=CC(=C(C(=C12)F)N1CCNCC1)F)=O)C(=O)O (1-ethyl-6,8-difluoro-1,4-dihydro-4-oxo-7-(1-piperazinyl)-3-quinolinecarboxylic acid), C(C)(=O)NC1=CC=C(C=C1)S(=O)(=O)Cl (4-acetamidobenzenesulfonyl chloride). Run in C1=CC=CC=C1 (benzene), N1=CC=CC=C1 (pyridine). Run at time 1 hour. The product is C(C)N1C=C(C(C2=CC(=C(C(=C12)F)N1CCN(CC1)S(=O)(=O)C1=CC=C(C=C1)NC(C)=O)F)=O)C(=O)O (1-Ethyl-6,8-difluoro-1,4-dihydro-4-oxo-7-[4-(4-acetamidobenzenesulfonyl)-1-piperazinyl]-3-quinolinecarboxylic acid). The yield is 92.4%. As a reaction SMILES: [CH2:1]([N:3]1[C:12]2[C:7](=[CH:8][C:9]([F:20])=[C:10]([N:14]3[CH2:19][CH2:18][NH:17][CH2:16][CH2:15]3)[C:11]=2[F:13])[C:6](=[O:21])[C:5]([C:22]([OH:24])=[O:23])=[CH:4]1)[CH3:2].[C:25]([NH:28][C:29]1[CH:34]=[CH:33][C:32]([S:35](Cl)(=[O:37])=[O:36])=[CH:31][CH:30]=1)(=[O:27])[CH3:26]>N1C=CC=CC=1.C1C=CC=CC=1>[CH2:1]([N:3]1[C:12]2[C:7](=[CH:8][C:9]([F:20])=[C:10]([N:14]3[CH2:15][CH2:16][N:17]([S:35]([C:32]4[CH:31]=[CH:30][C:29]([NH:28][C:25](=[O:27])[CH3:26])=[CH:34][CH:33]=4)(=[O:37])=[O:36])[CH2:18][CH2:19]3)[C:11]=2[F:13])[C:6](=[O:21])[C:5]([C:22]([OH:24])=[O:23])=[CH:4]1)[CH3:2]. Procedure: 2.80 g of 1-ethyl-6,8-difluoro-1,4-dihydro-4-oxo-7-(1-piperazinyl)-3-quinolinecarboxylic acid is suspended in 100 ml of pyridine. To this suspension is slowly added 7.76 g of 4-acetamidobenzenesulfonyl chloride in 20 ml of benzene under ice-cooling while stirring. Stirring is continued for 1 hour under ice-cooling and then for further 3 hours at room temperature. The reaction mixture is concentrated under reduced pressure. To the residue is added 1N sodium hydroxide solution to dissolve. The pH ... Starting materials: NC1=C(C=C(C=C1)Cl)C(C(F)(F)F)(CCC=C)O ((+/-) 2-(2-Amino-5-chlorophenyl)-1,1,1-trifluoro-5-hexen-2-ol), C(=O)(N1C=NC=C1)N1C=NC=C1 (1,1'-carbonyldiimidazole), C1CCOC1 (THF). The solvent is CCOC(=O)C (EtOAc). Run at temperature 60 celsius. Product: FC(F)(F)C1(OC(NC2=C1C=C(C=C2)Cl)=O)CCC=C ((+/-) 4-(1,1,1,-trifluoromethyl)-4(1-buten-4-yl)-6-chloro-1,4-dihydro-2H-3,1-benzoxazin-2-one). Yield: 61.4%. RXN SMILES: [NH2:1][C:2]1[CH:7]=[CH:6][C:5]([Cl:8])=[CH:4][C:3]=1[C:9]([OH:18])([CH2:14][CH2:15][CH:16]=[CH2:17])[C:10]([F:13])([F:12])[F:11].[C:19](N1C=CN=C1)(N1C=CN=C1)=[O:20].C1COCC1>CCOC(C)=O>[F:12][C:10]([C:9]1([CH2:14][CH2:15][CH:16]=[CH2:17])[C:3]2[CH:4]=[C:5]([Cl:8])[CH:6]=[CH:7][C:2]=2[NH:1][C:19](=[O:20])[O:18]1)([F:13])[F:11]. Reported procedure: To a 200 mL round bottomed flask with a stirring bar, argon inlet and a reflux condenser was added (+/-) 2-(2-Amino-5-chlorophenyl)-1,1,1-trifluoro-5-hexen-2-ol (4.80 g, 17.16 mmol), 1,1'-carbonyldiimidazole (13.91 g, 85.81 mmol) and dry THF (75 mL). This mixture was heated at 60° C. for 18 h. The cooled reaction mixture was diluted with EtOAc and washed with H2O (3×200 mL) and brine (250 mL). Drying (MgSO4), filtration, removal of the solvent in vacuo, followed by recrystallization from boiling... Reactants: C1CCOC1, COC(=O)c1ccc(OCc2ccccc2)cc1, CO, [Na+], [OH-], O. Yields the product O=C(O)c1ccc(OCc2ccccc2)cc1. As a reaction SMILES: [CH2:21]1[O:22][CH2:23][CH2:24][CH2:25]1.[CH3:1][O:2][C:3]([c:4]1[cH:5][cH:6][c:7]([O:10][CH2:11][c:12]2[cH:13][cH:14][cH:15][cH:16][cH:17]2)[cH:8][cH:9]1)=[O:18].[CH3:26][OH:27].[Na+:20].[OH-:19].[OH2:28]>>[O:2]=[C:3]([c:4]1[cH:5][cH:6][c:7]([O:10][CH2:11][c:12]2[cH:13][cH:14][cH:15][cH:16][cH:17]2)[cH:8][cH:9]1)[OH:18]. The reactants are CC(C)C(=O)CBr, CCOCC, CC(C)=O, Oc1ccc(SCc2ccccn2)cc1. Yields the product [Br-], CC(C)C(=O)C[n+]1ccccc1CSc1ccc(O)cc1. RXN SMILES: [Br:16][CH2:17][C:18](=[O:19])[CH:20]([CH3:21])[CH3:22].[CH3:23][CH2:24][O:25][CH2:26][CH3:27].[CH3:28][C:29](=[O:30])[CH3:31].[OH:1][c:2]1[cH:3][cH:4][c:5]([S:8][CH2:9][c:10]2[n:11][cH:12][cH:13][cH:14][cH:15]2)[cH:6][cH:7]1>>[Br-:16].[OH:1][c:2]1[cH:3][cH:4][c:5]([S:8][CH2:9][c:10]2[n+:11]([CH2:17][C:18](=[O:19])[CH:20]([CH3:21])[CH3:22])[cH:12][cH:13][cH:14][cH:15]2)[cH:6][cH:7]1.